From a dataset of the Open Reaction Database (ORD), a public repository of structured organic reaction records. describe an organic reaction: reactants, conditions, products, and yield Reactants: [Si](C)(C)(C(C)(C)C)O[C@H]1C[C@@H](C[C@H]1CO[Si](C)(C)C(C)(C)C)NC1=C2N=C(N(C2=NC=N1)C)C1=CC=CC=C1 (N-[(1R,3S,4S)-3-{[tert-butyl(dimethyl)silyl]oxy}-4-({[tert-butyl(dimethyl)silyl]oxy}methyl)cyclopentyl]-9-methyl-8-phenyl-9H-purin-6-amine), CN(C=O)C (N,N-dimethylformamide), [H-].[Na+] (sodium hydride), CI (methyl iodide). Run at time 30 minute. Product: [Si](C)(C)(C(C)(C)C)O[C@H]1C[C@@H](C[C@H]1CO[Si](C)(C)C(C)(C)C)N(C1=C2N=C(N(C2=NC=N1)C)C1=CC=CC=C1)C (N-[(1R,3S,4S)-3-{[tert-butyl(dimethyl)silyl]oxy}-4-({[tert-butyl(dimethyl)silyl]oxy}-methyl)cyclopentyl]-N,9-dimethyl-8-phenyl-9H-purin-6-amine). As a reaction SMILES: [Si:1]([O:8][C@@H:9]1[C@H:13]([CH2:14][O:15][Si:16]([C:19]([CH3:22])([CH3:21])[CH3:20])([CH3:18])[CH3:17])[CH2:12][C@@H:11]([NH:23][C:24]2[N:32]=[CH:31][N:30]=[C:29]3[C:25]=2[N:26]=[C:27]([C:34]2[CH:39]=[CH:38][CH:37]=[CH:36][CH:35]=2)[N:28]3[CH3:33])[CH2:10]1)([C:4]([CH3:7])([CH3:6])[CH3:5])([CH3:3])[CH3:2].[CH3:40]N(C)C=O.[H-].[Na+].CI>>[Si:1]([O:8][C@@H:9]1[C@H:13]([CH2:14][O:15][Si:16]([C:19]([CH3:20])([CH3:21])[CH3:22])([CH3:18])[CH3:17])[CH2:12][C@@H:11]([N:23]([CH3:40])[C:24]2[N:32]=[CH:31][N:30]=[C:29]3[C:25]=2[N:26]=[C:27]([C:34]2[CH:35]=[CH:36][CH:37]=[CH:38][CH:39]=2)[N:28]3[CH3:33])[CH2:10]1)([C:4]([CH3:5])([CH3:6])[CH3:7])([CH3:3])[CH3:2] |f:2.3|. Procedure details: To a solution of N-[(1R,3S,4S)-3-{[tert-butyl(dimethyl)silyl]oxy}-4-({[tert-butyl(dimethyl)silyl]oxy}methyl)cyclopentyl]-9-methyl-8-phenyl-9H-purin-6-amine (200 mg, 0.0004 mol) in N,N-dimethylformamide (10 mL, 0.1 mol) was added sodium hydride (0.112 g, 0.00280 mol). The mixture was stirred for 30 minutes and to this was added methyl iodide (0.05 mL, 0.0008 mol) and the mixture was stirred overnight. The reaction was quenched by addition of saturated aqueous NH4Cl, and the mixture was extracted ... The reactants are BrC=1C(=NNC1)C(C)(C)C (4-bromo-3-t-butyl-1H-pyrazole), C=O (paraformaldehyde). Reagents/catalysts: C(C)N(CC)CC (triethylamine). Solvent: CC(=O)C (acetone). Reaction conditions: temperature 130 celsius, time 7 hour. Yields the product BrC=1C(=NN(C1)CO)C(C)(C)C (4-bromo-3-t-butyl-1H-pyrazole-1-ylmethanol). Yield: 105.2%. As a reaction SMILES: [Br:1][C:2]1[C:3]([C:7]([CH3:10])([CH3:9])[CH3:8])=[N:4][NH:5][CH:6]=1.[CH2:11]=[O:12]>C(N(CC)CC)C.CC(C)=O>[Br:1][C:2]1[C:3]([C:7]([CH3:10])([CH3:9])[CH3:8])=[N:4][N:5]([CH2:11][OH:12])[CH:6]=1. Procedure: The mixture of 3.14 g of 4-bromo-3-t-butyl-1H-pyrazole, 0.93 g of paraformaldehyde and 0.11 g of triethylamine was stirred at 130° C. for 7 hours. After the reaction mixture was cooled to room temperature, acetone was added to the reaction mixture. The mixture was filtered. Hexane was added to the residue obtained by concentration of the filtrate under reduced pressure, as a result, a crystal was formed. The crystal was collected to obtain 3.79 g of 4-bromo-3-t-butyl-1H-pyrazole-1-ylmethanol.